Task: describe an organic reaction: reactants, conditions, products, and yield. Dataset: the Open Reaction Database (ORD), a public repository of structured organic reaction records Starting materials: OC1=C(C=C(C=C1)C)NC(=O)C1=CC=2C(C3=CC(=CC=C3C2C=C1OC)C(=O)NC1=C(C=CC(=C1)C)O)(CCC)CCC (N,N′-bis(2-hydroxy-5-methylphenyl)-9,9-dipropyl-3-methoxyfluorene-2,7-dicarboxamide), B(O)(O)O (boric acid). The solvent is O (water). Reaction conditions: temperature -20 celsius. Yields the product CC=1C=CC2=C(N=C(O2)C2=CC=3C(C4=CC(=CC=C4C3C=C2OC)C=2OC3=C(N2)C=C(C=C3)C)(CCC)CCC)C1 (2,7-Bis(5-methylbenzoxazol-2-yl)-9,9-dipropyl-3-methoxyfluorene). Yield: 47.9%. Reaction SMILES: O[C:2]1[CH:7]=[CH:6][C:5]([CH3:8])=[CH:4][C:3]=1[NH:9][C:10]([C:12]1[C:24]([O:25][CH3:26])=[CH:23][C:22]2[C:21]3[C:16](=[CH:17][C:18]([C:27]([NH:29][C:30]4[CH:35]=[C:34]([CH3:36])[CH:33]=[CH:32][C:31]=4[OH:37])=O)=[CH:19][CH:20]=3)[C:15]([CH2:41][CH2:42][CH3:43])([CH2:38][CH2:39][CH3:40])[C:14]=2[CH:13]=1)=[O:11].B(O)(O)O>O>[CH3:8][C:5]1[CH:6]=[CH:7][C:2]2[O:11][C:10]([C:12]3[C:24]([O:25][CH3:26])=[CH:23][C:22]4[C:21]5[C:16](=[CH:17][C:18]([C:27]6[O:37][C:31]7[CH:32]=[CH:33][C:34]([CH3:36])=[CH:35][C:30]=7[N:29]=6)=[CH:19][CH:20]=5)[C:15]([CH2:41][CH2:42][CH3:43])([CH2:38][CH2:39][CH3:40])[C:14]=4[CH:13]=3)=[N:9][C:3]=2[CH:4]=1. Reported procedure: A mixture N,N′-bis(2-hydroxy-5-methylphenyl)-9,9-dipropyl-3-methoxyfluorene-2,7-dicarboxamide (76.7 g, 0.133 mol), powdered boric acid (1.8 g) and (750 mL) stirred under argon was slowly heated to reflux allowing water to be distilled. After cooling overnight the resulting mixture was further distilled to remove diethylene glycol dibutyl ether (600 mL). The residual mixture was added to methanol (500 mL) causing precipitation of crude product. The mixture was diluted with water (100 mL) and cool... Starting materials: solid, ClC1=CC=C(C=C1)C1=NC2=C(N1C(CO)C1CCCCC1)C=C(C(=C2)F)F (2-[2-(4-chloro-phenyl)-5,6-difluoro-benzoimidazol-1-yl]-2-cyclohexyl-ethanol), C(C=1C(O)=CC=CC1)(=O)OC (methyl salicylate), N(=NC(=O)OC(C)(C)C)C(=O)OC(C)(C)C (di-tert-butyl azodicarboxylate). Yields the product COC(C1=C(C=CC=C1)OCC(C1CCCCC1)N1C(=NC2=C1C=C(C(=C2)F)F)C2=CC=C(C=C2)Cl)=O (2-{2-[2-(4-Chloro-phenyl)-5,6-difluoro-benzoimidazol-1-yl]-2-cyclohexyl-ethoxy}-benzoic acid methyl ester). Reaction SMILES: [Cl:1][C:2]1[CH:7]=[CH:6][C:5]([C:8]2[N:12]([CH:13]([CH:16]3[CH2:21][CH2:20][CH2:19][CH2:18][CH2:17]3)[CH2:14][OH:15])[C:11]3[CH:22]=[C:23]([F:27])[C:24]([F:26])=[CH:25][C:10]=3[N:9]=2)=[CH:4][CH:3]=1.[C:28]([O:37][CH3:38])(=[O:36])[C:29]1[C:30](=[CH:32][CH:33]=[CH:34][CH:35]=1)O.N(C(OC(C)(C)C)=O)=NC(OC(C)(C)C)=O>>[CH3:38][O:37][C:28](=[O:36])[C:29]1[CH:30]=[CH:32][CH:33]=[CH:34][C:35]=1[O:15][CH2:14][CH:13]([N:12]1[C:11]2[CH:22]=[C:23]([F:27])[C:24]([F:26])=[CH:25][C:10]=2[N:9]=[C:8]1[C:5]1[CH:6]=[CH:7][C:2]([Cl:1])=[CH:3][CH:4]=1)[CH:16]1[CH2:17][CH2:18][CH2:19][CH2:20][CH2:21]1. Reported procedure: The title compound was prepared in analogy to Example 4, intermediate, from 2-[2-(4-chloro-phenyl)-5,6-difluoro-benzoimidazol-1-yl]-2-cyclohexyl-ethanol (Ex. 1, int. c) and methyl salicylate (commercially available) and replacing di-ethyl azodicarboxylate by di-tert-butyl azodicarboxylate. White solid (50%). MS (Turbo Spray): m/z=525.0 [M+H].